This data is from the Open Reaction Database (ORD), a public repository of structured organic reaction records. The task is: describe an organic reaction: reactants, conditions, products, and yield Starting materials: OC1=C(C=CC=C1)C=1OC2=C(C(N1)=O)C=CC=C2 (2-(2-hydroxyphenyl)benz[e][1,3]oxazin-4-one), N(N)C1=CC=C(C(=O)O)C=C1 (4-hydrazinobenzoic acid). The solvent is C(C)O (ethanol). The product is OC1=C(C=CC=C1)C1=NN(C(=N1)C1=C(C=CC=C1)O)C1=CC=C(C(=O)O)C=C1 (4-[3,5-Bis(2-hydroxyphenyl)-[1,2,4]triazol-1-yl]benzoic acid). As a reaction SMILES: [OH:1][C:2]1[CH:7]=[CH:6][CH:5]=[CH:4][C:3]=1[C:8]1[O:9][C:10]2[CH:18]=[CH:17][CH:16]=[CH:15][C:11]=2[C:12](=O)[N:13]=1.[NH:19]([C:21]1[CH:29]=[CH:28][C:24]([C:25]([OH:27])=[O:26])=[CH:23][CH:22]=1)[NH2:20]>C(O)C>[OH:1][C:2]1[CH:7]=[CH:6][CH:5]=[CH:4][C:3]=1[C:8]1[N:13]=[C:12]([C:11]2[CH:15]=[CH:16][CH:17]=[CH:18][C:10]=2[OH:9])[N:19]([C:21]2[CH:22]=[CH:23][C:24]([C:25]([OH:27])=[O:26])=[CH:28][CH:29]=2)[N:20]=1. Procedure: 5.0 g of 2-(2-hydroxyphenyl)benz[e][1,3]oxazin-4-one and 3.5 g of 4-hydrazinobenzoic acid are boiled under reflux for 2 h in 75 ml of ethanol. The crystals precipitating on cooling are washed with ethanol. After drying, 4-[3,5-bis(2-hydroxyphenyl)-[1,2,4]triazol-1-yl]-benzoic acid remains as colorless crystals of m.p. 264-265 C. Starting materials: CC(=O)OCC1=C(C(=O)O)N2C(=O)C(NC(=O)Cn3cccc3C=O)C2SC1, CN(C)C=O, CCOC(C)=O, CC(C)C(NC(=O)OC(C)(C)C)C(=O)OCCl, [GeH4], [Na]. The product is CC(=O)OCC1=C(C(=O)OCOC(=O)C(NC(=O)OC(C)(C)C)C(C)C)N2C(=O)C(NC(=O)Cn3cccc3C=O)C2SC1. As a reaction SMILES: [C:2]([CH3:3])(=[O:4])[O:5][CH2:6][C:7]1=[C:8]([C:27](=[O:28])[OH:29])[N:9]2[C:10](=[O:26])[CH:11]([NH:15][C:16]([CH2:17][n:18]3[c:19]([CH:23]=[O:24])[cH:20][cH:21][cH:22]3)=[O:25])[CH:12]2[S:13][CH2:14]1.[CH3:48][N:49]([CH3:50])[CH:51]=[O:52].[CH3:53][CH2:54][O:55][C:56](=[O:57])[CH3:58].[Cl:30][CH2:31][O:32][C:33]([CH:34]([NH:35][C:36](=[O:37])[O:38][C:39]([CH3:40])([CH3:41])[CH3:42])[CH:43]([CH3:44])[CH3:45])=[O:46].[GeH4:47].[Na:1]>>[C:2]([CH3:3])(=[O:4])[O:5][CH2:6][C:7]1=[C:8]([C:27]([O:28][CH2:31][O:32][C:33]([CH:34]([NH:35][C:36](=[O:37])[O:38][C:39]([CH3:40])([CH3:41])[CH3:42])[CH:43]([CH3:44])[CH3:45])=[O:46])=[O:29])[N:9]2[C:10](=[O:26])[CH:11]([NH:15][C:16]([CH2:17][n:18]3[c:19]([CH:23]=[O:24])[cH:20][cH:21][cH:22]3)=[O:25])[CH:12]2[S:13][CH2:14]1. Reactants: FC(C=1C=C(C(C)(C)N=C=O)C=CC1)(F)F (m-trifluoromethyl-α,α-dimethylbenzyl isocyanate), C1(=CC=CC=C1)NO (N-phenylhydroxylamine), ClCCl (dichloromethane), ClCCl (dichloromethane). Reaction conditions: time 30 minute. Yields the product FC(C=1C=C(C(C)(C)NC(N(C2=CC=CC=C2)OC)=O)C=CC1)(F)F (3-(m-Trifluoromethyl-α,α-dimethylbenzyl)-1-methoxy-1-phenylurea). Reaction SMILES: [F:1][C:2]([F:16])([F:15])[C:3]1[CH:4]=[C:5]([CH:12]=[CH:13][CH:14]=1)[C:6]([N:9]=[C:10]=[O:11])([CH3:8])[CH3:7].[C:17]1([NH:23][OH:24])[CH:22]=[CH:21][CH:20]=[CH:19][CH:18]=1.Cl[CH2:26]Cl>>[F:1][C:2]([F:15])([F:16])[C:3]1[CH:4]=[C:5]([CH:12]=[CH:13][CH:14]=1)[C:6]([NH:9][C:10](=[O:11])[N:23]([O:24][CH3:26])[C:17]1[CH:22]=[CH:21][CH:20]=[CH:19][CH:18]=1)([CH3:8])[CH3:7]. Procedure details: A solution of 2.2 g of m-trifluoromethyl-α,α-dimethylbenzyl isocyanate in 10 ml of dichloromethane was added dropwise to a solution of 1.1 g of N-phenylhydroxylamine in 10 ml of dichloromethane over a period of 10 minutes. After completion of the addition, the mixture was stirred for 30 minutes and the solvent was removed by distillation. The resulting white crystals were dried well and dissolved in 10 ml of a methanolic solution of 600 mg of sodium methoxide. 2.0 g of methyl iodide was added to... The reactants are [N+](=O)([O-])C1=C(C=CC=C1)C1=C2C(NC(C2=C(C=C1)C1=CC=CC=C1)=O)=O (1,3-dihydro-4-(2-nitrophenyl)-1,3-dioxo-7-phenyl-2H-isoindole), C1(=CC=CC=C1)P(C1=CC=CC=C1)C1=CC=CC=C1 (triphenylphosphine). Run in N1=C(C=C(C=C1C)C)C (2,4,6-collidine). Yields the product O=C1NC(C=2C(=CC=3NC=4C=CC=CC4C3C21)C2=CC=CC=C2)=O (1,2,3,6-tetrahydro-1,3-dioxo-4-phenylpyrrolo[3,4-c]carbazole). Reaction SMILES: [N+:1]([C:4]1[CH:9]=[CH:8][CH:7]=[CH:6][C:5]=1[C:10]1[CH:18]=[CH:17][C:16]([C:19]2[CH:24]=[CH:23][CH:22]=[CH:21][CH:20]=2)=[C:15]2[C:11]=1[C:12](=[O:26])[NH:13][C:14]2=[O:25])([O-])=O.C1(P(C2C=CC=CC=2)C2C=CC=CC=2)C=CC=CC=1>N1C(C)=CC(C)=CC=1C>[O:26]=[C:12]1[C:11]2[C:10]3[C:5]4[CH:6]=[CH:7][CH:8]=[CH:9][C:4]=4[NH:1][C:18]=3[CH:17]=[C:16]([C:19]3[CH:24]=[CH:23][CH:22]=[CH:21][CH:20]=3)[C:15]=2[C:14](=[O:25])[NH:13]1. Procedure: 3.5 g (10.2 mmole) 1,3-dihydro-4-(2-nitrophenyl)-1,3-dioxo-7-phenyl-2H-isoindole and 9.5 g (36.2 mmole) triphenylphosphine are heated under reflux for 16 hours in 100 ml 2,4,6-collidine. The solvent is distilled off in a vacuum and the residue chromatographed on silica gel with toluene/ethyl acetate 3:1. The fraction with the Rf 0.3 is isolated and recrystallized from cyclohexane/acetone. One obtains 1,2,3,6-tetrahydro-1,3-dioxo-4-phenylpyrrolo[3,4-c]carbazole in the form of yellow crystals of t... Reactants: C(C1=CC=CC=C1)OC1=CC=C(C=C1)C(=O)C1=C(C(=C(C=C1C1=NOC(=N1)C)OC)O)[N+](=O)[O-] ((4-benzyloxyphenyl)-[3-hydroxy-4-methoxy-6-(5-methyl-[1,2,4]oxadiazol-3-yl)-2-nitrophenyl]methanone). Solvent: Br.C(C)(=O)O (hydrogen bromide acetic acid). The product is OC=1C(=C(C(=CC1OC)C1=NOC(=N1)C)C(=O)C1=CC=C(C=C1)O)[N+](=O)[O-] ([3-Hydroxy-4-methoxy-6-(5-methyl-[1,2,4]oxadiazol-3-yl)-2-nitrophenyl]-(4-hydroxyphenyl)methanone). The yield is 97.5%. RXN SMILES: C([O:8][C:9]1[CH:14]=[CH:13][C:12]([C:15]([C:17]2[C:22]([C:23]3[N:27]=[C:26]([CH3:28])[O:25][N:24]=3)=[CH:21][C:20]([O:29][CH3:30])=[C:19]([OH:31])[C:18]=2[N+:32]([O-:34])=[O:33])=[O:16])=[CH:11][CH:10]=1)C1C=CC=CC=1>Br.C(O)(=O)C>[OH:31][C:19]1[C:18]([N+:32]([O-:34])=[O:33])=[C:17]([C:15]([C:12]2[CH:13]=[CH:14][C:9]([OH:8])=[CH:10][CH:11]=2)=[O:16])[C:22]([C:23]2[N:27]=[C:26]([CH3:28])[O:25][N:24]=2)=[CH:21][C:20]=1[O:29][CH3:30] |f:1.2|. Procedure: A mixture of (4-benzyloxyphenyl)-[3-hydroxy-4-methoxy-6-(5-methyl-[1,2,4]oxadiazol-3-yl)-2-nitrophenyl]methanone (reference example 22-42) (395 mg) and a 25% hydrogen bromide-acetic acid solution (10 mL) was stirred at 45° C. for 2 hours. The mixture was concentrated under reduced pressure to give the title compound (310 mg). Starting materials: Cl, Nc1nccn2c(C3CCN(C(=O)OCc4ccccc4)CC3)nc(-c3cc4ccccc4[nH]3)c12, O. Yields the product Nc1nccn2c(C3CCNCC3)nc(-c3cc4ccccc4[nH]3)c12. Reaction SMILES: [ClH:36].[NH2:1][c:2]1[c:3]2[n:4]([cH:5][cH:6][n:7]1)[c:8]([CH:20]1[CH2:21][CH2:22][N:23]([C:26]([O:27][CH2:28][c:29]3[cH:30][cH:31][cH:32][cH:33][cH:34]3)=[O:35])[CH2:24][CH2:25]1)[n:9][c:10]2-[c:11]1[nH:12][c:13]2[cH:14][cH:15][cH:16][cH:17][c:18]2[cH:19]1.[OH2:37]>>[NH2:1][c:2]1[c:3]2[n:4]([cH:5][cH:6][n:7]1)[c:8]([CH:20]1[CH2:21][CH2:22][NH:23][CH2:24][CH2:25]1)[n:9][c:10]2-[c:11]1[nH:12][c:13]2[cH:14][cH:15][cH:16][cH:17][c:18]2[cH:19]1. Reactants: BrC=1C=CC2=C(C(=NCC=3N2C(=NN3)C)C3=NC=CC=C3)C1 (8-bromo-1-methyl-6-(2-pyridyl)-4H-s-triazolo[4,3-a][1,4]benzodiazepine). Solvent: C(C)(=O)Cl (acetyl chloride), CN(C)CN(C)C (N,N,N',N'-tetramethyldiaminomethane), CN(C=O)C (dimethylformamide), CN(C)CN(C)C (N,N,N',N'-tetramethyldiaminomethane). The product is BrC=1C=CC2=C(C(=NCC=3N2C(=NN3)CCN(C)C)C3=NC=CC=C3)C1 (8-bromo-1-[2-(dimethylamino)ethyl]- 6-(2-pyridyl)-4H-s-triazolo[4,3-a][1,4]benzodiazepine). RXN SMILES: [Br:1][C:2]1[CH:3]=[CH:4][C:5]2[N:11]3[C:12]([CH3:15])=[N:13][N:14]=[C:10]3[CH2:9][N:8]=[C:7]([C:16]3[CH:21]=[CH:20][CH:19]=[CH:18][N:17]=3)[C:6]=2[CH:22]=1>CN(C)C=O.CN(CN(C)C)C.C(Cl)(=O)C>[Br:1][C:2]1[CH:3]=[CH:4][C:5]2[N:11]3[C:12]([CH2:15][CH2:10][N:11]([CH3:12])[CH3:5])=[N:13][N:14]=[C:10]3[CH2:9][N:8]=[C:7]([C:16]3[CH:21]=[CH:20][CH:19]=[CH:18][N:17]=3)[C:6]=2[CH:22]=1. Procedure details: In the manner given in Example 1, a solution of 8-bromo-1-methyl-6-(2-pyridyl)-4H-s-triazolo[4,3-a][1,4]benzodiazepine in dimethylformamide, N,N,N',N'-tetramethyldiaminomethane and acetyl chloride (in 0.1 molar excess compared to the N,N,N',N'-tetramethyldiaminomethane), are reacted together to give 8-bromo-1-[2-(dimethylamino)ethyl]- 6-(2-pyridyl)-4H-s-triazolo[4,3-a][1,4]benzodiazepine.